Dataset: the Open Reaction Database (ORD), a public repository of structured organic reaction records. Task: describe an organic reaction: reactants, conditions, products, and yield The reactants are [BH4-].[Na+] (Sodium borohydride), C(C)(=O)C=1OC=C(N1)C(=O)N[C@H](CN1N=C(C=C1)C1=C(C(=C(C=C1)C#N)Cl)C)C ((S)-2-acetyl-N-(1-(3-(3-chloro-4-cyano-2-methylphenyl)-1H-pyrazol-1-yl)propan-2-yl)oxazole-4-carboxamide), crude product. Solvent: C(C)O (ethanol). Run at time 8 hour. The product is ClC=1C(=C(C=CC1C#N)C1=NN(C=C1)C[C@H](C)NC(=O)C=1N=C(OC1)C(C)O)C (N—((S)-1-(3-(3-chloro-4-cyano-2-methylphenyl)-1H-pyrazol-1-yl)propan-2-yl)-2-(1-hydroxyethyl)oxazole-4-carboxamide). Isolated yield 55.4%. As a reaction SMILES: [BH4-].[Na+].[C:3]([C:6]1[O:7][CH:8]=[C:9]([C:11]([NH:13][C@@H:14]([CH3:31])[CH2:15][N:16]2[CH:20]=[CH:19][C:18]([C:21]3[CH:26]=[CH:25][C:24]([C:27]#[N:28])=[C:23]([Cl:29])[C:22]=3[CH3:30])=[N:17]2)=[O:12])[N:10]=1)(=[O:5])[CH3:4]>C(O)C>[Cl:29][C:23]1[C:22]([CH3:30])=[C:21]([C:18]2[CH:19]=[CH:20][N:16]([CH2:15][C@@H:14]([NH:13][C:11]([C:9]3[N:10]=[C:6]([CH:3]([OH:5])[CH3:4])[O:7][CH:8]=3)=[O:12])[CH3:31])[N:17]=2)[CH:26]=[CH:25][C:24]=1[C:27]#[N:28] |f:0.1|. Reported procedure: Sodium borohydride (0.037 g, 0.971 mmol) was added into a flask and the atmosphere was replaced with nitrogen. Dry ethanol was added and the reaction mixture was cooled to 0° C. (S)-2-acetyl-N-(1-(3-(3-chloro-4-cyano-2-methylphenyl)-1H-pyrazol-1-yl)propan-2-yl)oxazole-4-carboxamide (0.2 g, 0.486 mmol) was added and the reaction mixture was warmed slowly to RT while stirring overnight. The crude product was cooled to 0° C., the pH was adjusted below 7 and the mixture was evaporated. 5% of DCM/MeO...